From a dataset of the Open Reaction Database (ORD), a public repository of structured organic reaction records. describe an organic reaction: reactants, conditions, products, and yield The reactants are ClC1=CC=C(C=C1)N=C=O (4-chlorophenyl-isocyanate), O (water), C1(=CC=CC=C1)C (toluene), CC=1NC=CN1 (2-methyl-imidazole). Run at time 1 hour. The product is ClC1=CC=C(C=C1)N1C(=NC(=C1)C(N)=O)C (1-(4-chlorophenyl)-carbamoyl-2-methylimidazole). Yield: 74.0%. Reaction SMILES: [Cl:1][C:2]1[CH:7]=[CH:6][C:5]([N:8]=[C:9]=O)=[CH:4][CH:3]=1.C1(C)C=CC=CC=1.[CH3:18][C:19]1[NH:20][CH:21]=[CH:22][N:23]=1.[OH2:24]>>[Cl:1][C:2]1[CH:3]=[CH:4][C:5]([N:8]2[CH:9]=[C:22]([C:21](=[O:24])[NH2:20])[N:23]=[C:19]2[CH3:18])=[CH:6][CH:7]=1. Reported procedure: A solution of 15.3 g. (0.1 mol.) of 4-chlorophenyl-isocyanate in 120 ml. of toluene is added dropwise to the stirred solution of 8.61 g. (0.105 mol.) of 2-methyl-imidazole in 60 ml. of water at 10° to 12° C., under cooling. The reaction mixture is stirred at room temperature for one hour. The separated product is filtered off, washed with water and dried. 17.4 g. (74%) of 1-(4-chlorophenyl)-carbamoyl-2-methylimidazole are obtained; m.p.: 138°-140° C. Starting materials: CCOC(=O)CC(=O)Cl, CN(C)C=O, Cl, COc1ccc(-c2nc(N)sc2-c2cccnc2)cc1, [Na]. Product: CCOC(=O)CC(=O)Nc1nc(-c2ccc(OC)cc2)c(-c2cccnc2)s1. Reaction SMILES: [CH2:21]([CH3:22])[O:23][C:24](=[O:25])[CH2:26][C:27](=[O:28])[Cl:29].[CH3:32][N:33]([CH3:34])[CH:35]=[O:36].[ClH:30].[NH2:1][c:2]1[s:3][c:4](-[c:15]2[cH:16][n:17][cH:18][cH:19][cH:20]2)[c:5](-[c:7]2[cH:8][cH:9][c:10]([O:13][CH3:14])[cH:11][cH:12]2)[n:6]1.[Na:31]>>[NH:1]([c:2]1[s:3][c:4](-[c:15]2[cH:16][n:17][cH:18][cH:19][cH:20]2)[c:5](-[c:7]2[cH:8][cH:9][c:10]([O:13][CH3:14])[cH:11][cH:12]2)[n:6]1)[C:27]([CH2:26][C:24]([O:23][CH2:21][CH3:22])=[O:25])=[O:28]. Starting materials: [Li]CCCC, COCCOC, CI, CCCCCC, C#CC(O)CCCCC, Cl. The product is C#CC(CCCCC)OC. Reaction SMILES: [CH2:10]([Li:11])[CH2:12][CH2:13][CH3:14].[CH2:24]([CH2:25][O:26][CH3:27])[O:28][CH3:29].[CH3:15][I:16].[CH3:18][CH2:19][CH2:20][CH2:21][CH2:22][CH3:23].[CH:1]#[C:2][CH:3]([CH2:4][CH2:5][CH2:6][CH2:7][CH3:8])[OH:9].[ClH:17]>>[CH:1]#[C:2][CH:3]([CH2:4][CH2:5][CH2:6][CH2:7][CH3:8])[O:9][CH3:10].